Dataset: the Open Reaction Database (ORD), a public repository of structured organic reaction records. Task: describe an organic reaction: reactants, conditions, products, and yield The reactants are O(S(=O)(=O)C(F)(F)F)S(=O)(=O)C(F)(F)F (Tf2O), OCC1=CC(=C(C#N)C=C1)OC (4-Hydroxymethyl-2-methoxy-benzonitrile), ClC=1C=CC(N(C1)C1=NC=C(C=C1)CC=1N=CN(C1)C(C1=CC=CC=C1)(C1=CC=CC=C1)C1=CC=CC=C1)=O (5-chloro-5'-(1-trityl-1H-imidazol-4-ylmethyl)-[1,2']bipyridinyl-2-one), CCN(C(C)C)C(C)C (DIEA). The solvent is C(Cl)Cl (CH2Cl2). Run at temperature -78 celsius, time 1 hour. The product is ClC=1C=CC(N(C1)C1=NC=C(C=C1)CC1=CN=CN1CC1=CC(=C(C#N)C=C1)OC)=O (4-[5-(5-Chloro-2-oxo-2H-[1,2']bipyridinyl-5'-ylmethyl)-imidazol-1-ylmethyl]-2-methoxy-benzonitrile). Reaction SMILES: O[CH2:2][C:3]1[CH:10]=[CH:9][C:6]([C:7]#[N:8])=[C:5]([O:11][CH3:12])[CH:4]=1.[Cl:13][C:14]1[CH:15]=[CH:16][C:17](=[O:51])[N:18]([C:20]2[CH:25]=[CH:24][C:23]([CH2:26][C:27]3[N:28]=[CH:29][N:30](C(C4C=CC=CC=4)(C4C=CC=CC=4)C4C=CC=CC=4)[CH:31]=3)=[CH:22][N:21]=2)[CH:19]=1.CCN(C(C)C)C(C)C.O(S(C(F)(F)F)(=O)=O)S(C(F)(F)F)(=O)=O>C(Cl)Cl>[Cl:13][C:14]1[CH:15]=[CH:16][C:17](=[O:51])[N:18]([C:20]2[CH:25]=[CH:24][C:23]([CH2:26][C:27]3[N:28]([CH2:2][C:3]4[CH:10]=[CH:9][C:6]([C:7]#[N:8])=[C:5]([O:11][CH3:12])[CH:4]=4)[CH:29]=[N:30][CH:31]=3)=[CH:22][N:21]=2)[CH:19]=1. Procedure: To a cooled solution (-78° C.) of 4-hydroxymethyl-2-methoxy-benzonitrile from step 2 (100 mg, 0.61 mmol) and 5-chloro-5'-(1-trityl-1H-imidazol-4-ylmethyl)-[1,2']bipyridinyl-2-one from Example 23, Step 5 (325 mg, 0.613 mmol) in CH2Cl2 (3 ml) was added DIEA (235 μl, 1.35 mmol) followed immediately by the addition of Tf2O (103 μl, 0.92 mmol). The reaction mixture was stirred at -78° C. for 1 hour and was then transferred to an ice bath and stirred at 0° C. for another hour. The solvent was removed ... Reactants: O (water), N1C=NC=C1 (imidazole), [Si](C)(C)(C(C)(C)C)Cl (TBS-Cl), C#CCCCO (pent-1-yn-5-ol). Run in CN(C)C=O (DMF). Reaction conditions: time 12 hour. The product is O([Si](C)(C)C(C)(C)C)CCCC#C (5-(tert-butyldimethylsiloxy)pent-1-yne). Yield: 90.1%. RXN SMILES: [CH:1]#[C:2][CH2:3][CH2:4][CH2:5][OH:6].N1C=CN=C1.[Si:12](Cl)([C:15]([CH3:18])([CH3:17])[CH3:16])([CH3:14])[CH3:13].O>CN(C=O)C>[O:6]([CH2:5][CH2:4][CH2:3][C:2]#[CH:1])[Si:12]([C:15]([CH3:18])([CH3:17])[CH3:16])([CH3:14])[CH3:13]. Procedure: 5.00 g (59.4 mmol) of pent-1-yn-5-ol were dissolved in 50 ml of dry DMF, and 10.10 g (149 mmol, 2.5 eq.) of imidazole and 9.40 g (62.4 mmol, 1.1 eq.) of TBS-Cl were added. After 12 hours of stirring at RT, 250 ml of water were added and the mixture was extracted with 3×150 ml of MTBE. The organic phase was washed 3× with in each case 100 ml of water and then dried over MgSO4. Purification by column chromatography gave 11.10 g (53.5 mmol, 90%) of 5-(tert-butyldimethylsiloxy)pent-1-yne as a colorl...